describe an organic reaction: reactants, conditions, products, and yield From a dataset of the Open Reaction Database (ORD), a public repository of structured organic reaction records. Product: FC(C1=CC=C(C=C1)C1CC(CNC1)NC(=O)C1=CC=CC=C1)(F)F (N-{5-[4-(Trifluoromethyl)phenyl]piperidin-3-yl}benzenecarboxamide). As a reaction SMILES: [F:1][C:2]([F:25])([F:24])[C:3]1[CH:8]=[CH:7][C:6]([C:9]2[CH:10]=[C:11]([NH:15][C:16](=[O:23])[C:17]3[CH:22]=[CH:21][CH:20]=[CH:19][CH:18]=3)[CH:12]=[N:13][CH:14]=2)=[CH:5][CH:4]=1>C(O)(=O)C>[F:24][C:2]([F:1])([F:25])[C:3]1[CH:4]=[CH:5][C:6]([CH:9]2[CH2:14][NH:13][CH2:12][CH:11]([NH:15][C:16]([C:17]3[CH:22]=[CH:21][CH:20]=[CH:19][CH:18]=3)=[O:23])[CH2:10]2)=[CH:7][CH:8]=1. Run in C(C)(=O)O (acetic acid). Procedure details: A solution of 1.0 g (2.9 mmol) of N-{5-[4-(trifluoromethyl)phenyl]pyridin-3-yl]benzamide in 120 ml of glacial acetic acid was reacted according to General Method 6A. The solution was concentrated under reduced pressure. The product was purified by preparative HPLC (Reprosil C18, water/acetonitrile gradient). Yield: 657 mg (50% pure). Reactants: FC(C1=CC=C(C=C1)C=1C=C(C=NC1)NC(C1=CC=CC=C1)=O)(F)F (N-{5-[4-(trifluoromethyl)phenyl]pyridin-3-yl]benzamide). The reactants are 3-(3-[2-(1-Pyrrolidinyl)ethoxy]-1,2,5-thiadiazol-4-yl)-1,2,5,6-tetrahydro-1methylpyrid 3-(3-(3-(5-Methyl-2-thienyl)-1-propoxy)- 1,2,5-thiadiazol-4-yl)- 1,2,5,6-tetrahydro-1-methylpyridine, S1C(=CC=C1)CCCSC1=NSN=C1C=1CN(CCC1)C (3-(3-(3-(2-Thienyl)-1-propylthio)-1,2,5-thiadiazol-4-yl)-1,2,5,6-tetrahydro-1methylpyridine), S1C(=CC=C1)SCCCOC1=NSN=C1C=1CN(CCC1)C (3-(3-(3-(2-Thienylthio)-1-propoxy)-1,2,5-thiadiazol-4-yl)-1,2,5,6-tetrahydro-1-methylpyridine), S1C(N(CC1)C1=NS(N=C1C=1CN(CCC1)C)SCCC)=O (3-(3-(2-Thiazolidinon-3-yl)-1-propylthio- 1,2,5-thiadiazol-4yl)-1,2,5,6-tetrahydro- 1-methylpyridine), O1C(N(CC1)CCCSC1=NSN=C1C=1CN(CCC1)C)=O (3-(3-(3-(2-Oxazolidinon-3-yl)-1-propylthio)-1,2,5-thiadiazol-4-yl )-1,2,5,6-tetrahydro- 1-methylpyridine), C(CC)C1=CC=C(S1)COC1=NSN=C1C=1CN(CCC1)C (3-(3-( (5-Propyl-2-thienyl)methoxy)-1,2,5-thiadiazol-4-yl)-1,2,5,6-tetrahydro-1methylpyridine), C(CCCC)C1=CC=C(S1)CCCOC1=NSN=C1C=1CN(CCC1)C (3-(3-(3-(5-Pentyl-2-thienyl)-1-propoxy)-1,2,5-thiadiazol-4-yl)-1,2,5,6-tetrahydro-1-methylpyridine), S1C(=CC=C1)CSC1=NSN=C1C=1CN(CCC1)C (3-(3-(2-Thienylmethylthio)-1,2,5-thiadiazol-4-yl)-1,2,5,6-tetrahydro- 1methylpyridine). Yields the product CN1CC(=CCC1)C=1C(=NSN1)OCCCC=1SC=CC1 (1,2,5,6-Tetrahydro-1-methyl-3-(3-(3-(2-thienyl)-1-propoxy)-1,2,5-thiadiazol-4-yl)pyridine). Reaction SMILES: C(C1SC(COC2C(C3CN(C)CCC=3)=NSN=2)=CC=1)CC.C([C:28]1[S:32][C:31]([CH2:33][CH2:34][CH2:35][O:36][C:37]2[C:41]([C:42]3[CH2:43][N:44]([CH3:48])[CH2:45][CH2:46][CH:47]=3)=[N:40][S:39][N:38]=2)=[CH:30][CH:29]=1)CCCC.S1C=CC=C1SCCCOC1C(C2CN(C)CCC=2)=NSN=1.S1C=CC=C1CCCSC1C(C2CN(C)CCC=2)=NSN=1.S1C=CC=C1CSC1C(C2CN(C)CCC=2)=NSN=1.O1CCN(CCCSC2C(C3CN(C)CCC=3)=NSN=2)C1=O.S1CCN(C2C(C3CN(C)CCC=3)=NS(SCCC)N=2)C1=O>>[CH3:48][N:44]1[CH2:45][CH2:46][CH:47]=[C:42]([C:41]2[C:37]([O:36][CH2:35][CH2:34][CH2:33][C:31]3[S:32][CH:28]=[CH:29][CH:30]=3)=[N:38][S:39][N:40]=2)[CH2:43]1. Reported procedure: A compound according to claim 1, wherein the compound is: 3-(3-[2-(1-Pyrrolidinyl)ethoxy]-1,2,5-thiadiazol-4-yl)-1,2,5,6-tetrahydro-1methylpyrid 3-(3-(3-(5-Methyl-2-thienyl)-1-propoxy)- 1,2,5-thiadiazol-4-yl)- 1,2,5,6-tetrahydro-1-methylpyridine; 3-(3-( (5-Propyl-2-thienyl)methoxy)-1,2,5-thiadiazol-4-yl)-1,2,5,6-tetrahydro-1methylpyridine; 3-(3-(3-(5-Pentyl-2-thienyl)-1-propoxy)-1,2,5-thiadiazol-4-yl)-1,2,5,6-tetrahydro-1-methylpyridine; 3-(3-(3-(2-Thienylthio)-1-propoxy)-1,2,5-thiadiazol-4-yl)-... The yield is 78.1%. The reactants are BrC(C(=O)OC)CCCBr (Methyl (RS)-2,5-dibromovalerate), C1(=CC=CC=C1)C (toluene), C([O-])([O-])=O.[K+].[K+] (potassium carbonate), C[C@@H](C1=CC=CC=C1)N ((S)-α-methylbenzylamine). Reaction SMILES: Br[CH:2]([CH2:7][CH2:8][CH2:9]Br)[C:3]([O:5][CH3:6])=[O:4].C1(C)C=CC=CC=1.C(=O)([O-])[O-].[K+].[K+].[CH3:24][C@H:25]([NH2:32])[C:26]1[CH:31]=[CH:30][CH:29]=[CH:28][CH:27]=1>O>[CH3:6][O:5][C:3](=[O:4])[CH:2]1[CH2:7][CH2:8][CH2:9][N:32]1[C@@H:25]([CH3:24])[C:26]1[CH:31]=[CH:30][CH:29]=[CH:28][CH:27]=1 |f:2.3.4|. Reaction conditions: time 9.5 hour. Yields the product COC(C1N(CCC1)[C@H](C1=CC=CC=C1)C)=O (N-[(S)-α-methylbenzyl]-(RS)-proline methyl ester). The solvent is O (Water). Procedure: Methyl (RS)-2,5-dibromovalerate (24.5 g) and toluene (19.8 g) were added to a 49% aqueous potassium carbonate solution (53.3 g), and heated to 80° C. (S)-α-methylbenzylamine (12.0 g) was added dropwise to the mixture obtained above at that temperature, and was stirred at that temperature for 9.5 hours. Water (33.9 g) was added to the reaction mixture, and then the organic layer was separated from the resulting mixture. Separated organic layer was washed with water, a 1% aqueous hydrochloric acid... The reactants are C1(CCCCC1)N[C@H]1[C@@H]2[C@]3(CC[C@H](C[C@@H]3CC[C@H]2[C@@H]2CC[C@@H]([C@@]2(C)C1)C(=O)OC)O)C (Methyl 11α-cyclohexylamino-3α-hydroxy-5α-androstane-17β-carboxylate), CC=1C=CC(=CC1)S(=O)(=O)O (PTSA), C(C)(=O)OC(C)=O (acetic anhydride). Run in C(C)O (ethanol), C(C)O (ethanol), C(Cl)(Cl)Cl (chloroform), C(=O)(O)[O-].[Na+] (NaHCO3), O (water). Reaction conditions: time 20 minute. The product is C(C)(=O)O[C@H]1C[C@@H]2CC[C@H]3[C@@H]4CC[C@@H]([C@@]4(C)C[C@H]([C@@H]3[C@]2(CC1)C)NC1CCCCC1)C(=O)OC (Methyl 3α-acetoxy-11α-cyclohexylamino-5α-androstane-17β-carboxylate). Reaction SMILES: [CH:1]1([NH:7][C@@H:8]2[CH2:25][C@@:23]3([CH3:24])[C@@H:19]([CH2:20][CH2:21][C@@H:22]3[C:26]([O:28][CH3:29])=[O:27])[C@H:18]3[C@H:9]2[C@:10]2([CH3:31])[C@@H:15]([CH2:16][CH2:17]3)[CH2:14][C@H:13]([OH:30])[CH2:12][CH2:11]2)[CH2:6][CH2:5][CH2:4][CH2:3][CH2:2]1.CC1C=CC(S(O)(=O)=O)=CC=1.[C:43](OC(=O)C)(=[O:45])[CH3:44]>C(Cl)(Cl)Cl.C(O)C.C([O-])(O)=O.[Na+].O>[C:43]([O:30][C@@H:13]1[CH2:12][CH2:11][C@@:10]2([CH3:31])[C@@H:15]([CH2:16][CH2:17][C@@H:18]3[C@@H:9]2[C@H:8]([NH:7][CH:1]2[CH2:2][CH2:3][CH2:4][CH2:5][CH2:6]2)[CH2:25][C@@:23]2([CH3:24])[C@H:19]3[CH2:20][CH2:21][C@@H:22]2[C:26]([O:28][CH3:29])=[O:27])[CH2:14]1)(=[O:45])[CH3:44] |f:5.6|. Reported procedure: Methyl 11α-cyclohexylamino-3α-hydroxy-5α-androstane-17β-carboxylate (550 mg) in chloroform (5.5 ml) containing dry PTSA (440 mg) was stirred for 20 min then treated with acetic anhydride (1.0 ml) and left for 18 h. The reaction mixture was diluted with ethanol and evaporated to give an oil. The residue is ethanol (10 ml) was diluted with 5% NaHCO3 solution (50 ml) and water (100 ml) and extracted with ether (3×). The extracts were washed with water (1×), dried and evaporated to give an oil. This... Starting materials: BrC=1C=C(CN2N=C(N(C2=O)C[C@@H](C(F)(F)F)O)C2=CC=C(C=C2)Cl)C=C(C1)F (2-(3-Bromo-5-fluorobenzyl)-5-(4-chlorophenyl)-4-[(2S)-3,3,3-trifluoro-2-hydroxypropyl]-2,4-dihydro-3H-1,2,4-triazol-3-one), ClC1=C(C=CC=C1)B(O)O (2-chlorophenylboronic acid). Yields the product ClC1=C(C=CC=C1)C1=CC(=CC(=C1)F)CN1N=C(N(C1=O)C[C@@H](C(F)(F)F)O)C1=CC=C(C=C1)Cl (2-[(2′-Chloro-5-fluorobiphenyl-3-yl)methyl]-5-(4-chlorophenyl)-4-[(2S)-3,3,3-trifluoro-2-hydroxy-propyl]-2,4-dihydro-3H-1,2,4-triazol-3-one). As a reaction SMILES: Br[C:2]1[CH:3]=[C:4]([CH:26]=[C:27]([F:29])[CH:28]=1)[CH2:5][N:6]1[C:10](=[O:11])[N:9]([CH2:12][C@H:13]([OH:18])[C:14]([F:17])([F:16])[F:15])[C:8]([C:19]2[CH:24]=[CH:23][C:22]([Cl:25])=[CH:21][CH:20]=2)=[N:7]1.[Cl:30][C:31]1[CH:36]=[CH:35][CH:34]=[CH:33][C:32]=1B(O)O>>[Cl:30][C:31]1[CH:36]=[CH:35][CH:34]=[CH:33][C:32]=1[C:2]1[CH:28]=[C:27]([F:29])[CH:26]=[C:4]([CH2:5][N:6]2[C:10](=[O:11])[N:9]([CH2:12][C@H:13]([OH:18])[C:14]([F:16])([F:17])[F:15])[C:8]([C:19]3[CH:24]=[CH:23][C:22]([Cl:25])=[CH:21][CH:20]=3)=[N:7]2)[CH:3]=1. Procedure details: Analogously to the preparation of Example 122, 59 mg (0.12 mmol) of the compound from Example 103A were reacted with 28 mg (0.18 mmol) of 2-chlorophenylboronic acid. This gave 34 mg (54% of theory) of the target compound. The reactants are CC(C)(C)c1cccc2c1CCC(NCc1ccccc1)C2O[SiH](c1ccccc1)c1ccccc1, CCO, O=C[O-], [NH4+]. Product: CC(C)(C)c1cccc2c1CCC(N)C2O[SiH](c1ccccc1)c1ccccc1. Reaction SMILES: [CH2:1]([c:2]1[cH:3][cH:4][cH:5][cH:6][cH:7]1)[NH:8][CH:9]1[CH:10]([O:23][SiH:24]([c:25]2[cH:26][cH:27][cH:28][cH:29][cH:30]2)[c:31]2[cH:32][cH:33][cH:34][cH:35][cH:36]2)[c:11]2[cH:12][cH:13][cH:14][c:15]([C:19]([CH3:20])([CH3:21])[CH3:22])[c:16]2[CH2:17][CH2:18]1.[CH3:41][CH2:42][OH:43].[CH:37]([O-:38])=[O:39].[NH4+:40]>>[NH2:8][CH:9]1[CH:10]([O:23][SiH:24]([c:25]2[cH:26][cH:27][cH:28][cH:29][cH:30]2)[c:31]2[cH:32][cH:33][cH:34][cH:35][cH:36]2)[c:11]2[cH:12][cH:13][cH:14][c:15]([C:19]([CH3:20])([CH3:21])[CH3:22])[c:16]2[CH2:17][CH2:18]1. The reactants are CCO, Clc1cc(N2CCCCC2)ncn1, NN, O. The product is NNc1cc(N2CCCCC2)ncn1. RXN SMILES: [CH3:17][CH2:18][OH:19].[Cl:4][c:5]1[n:6][cH:7][n:8][c:9]([N:11]2[CH2:12][CH2:13][CH2:14][CH2:15][CH2:16]2)[cH:10]1.[NH2:2][NH2:3].[OH2:1]>>[NH:2]([NH2:3])[c:5]1[n:6][cH:7][n:8][c:9]([N:11]2[CH2:12][CH2:13][CH2:14][CH2:15][CH2:16]2)[cH:10]1.